From a dataset of the Open Reaction Database (ORD), a public repository of structured organic reaction records. describe an organic reaction: reactants, conditions, products, and yield Starting materials: NCCCCOC1=C(C=CC(=C1)C)N(C(C1=C(C(=C(C=C1)C1=CC=CC=2NC(=NC21)C)OC)N=C=O)=O)C (N-[2-(4-aminobut-1-yloxy)-4-methylphenyl]-3-methoxy-N-methyl-4-(2-methyl-1H-benzimidazol-4-yl)-carbonylaminobenzamide), C=O (formaldehyde), C(#N)[BH3-].[Na+] (sodium cyanoborohydride). Solvent: CO (methanol), C(Cl)(Cl)Cl (chloroform). Run at time 6 hour. The product is CN(CCCCOC1=C(C=CC(=C1)C)N(C(C1=C(C(=C(C=C1)C1=CC=CC=2NC(=NC21)C)OC)N=C=O)=O)C)C (N-[2-(4-dimethylaminobut-1-yloxy)-4-methylphenyl]-3-methoxy-N-methyl-4-(2-methyl-1H-benzimidazol-4-yl)-carbonylaminobenzamide). The yield is 90.0%. RXN SMILES: N[CH2:2][CH2:3][CH2:4][CH2:5][O:6][C:7]1[CH:12]=[C:11]([CH3:13])[CH:10]=[CH:9][C:8]=1[N:14]([CH3:38])[C:15](=[O:37])[C:16]1[CH:21]=[CH:20][C:19]([C:22]2[C:30]3[N:29]=[C:28]([CH3:31])[NH:27][C:26]=3[CH:25]=[CH:24][CH:23]=2)=[C:18]([O:32][CH3:33])[C:17]=1[N:34]=[C:35]=[O:36].[CH2:39]=O.[C:41]([BH3-])#[N:42].[Na+]>CO.C(Cl)(Cl)Cl>[CH3:39][N:42]([CH3:41])[CH2:2][CH2:3][CH2:4][CH2:5][O:6][C:7]1[CH:12]=[C:11]([CH3:13])[CH:10]=[CH:9][C:8]=1[N:14]([CH3:38])[C:15](=[O:37])[C:16]1[CH:21]=[CH:20][C:19]([C:22]2[C:30]3[N:29]=[C:28]([CH3:31])[NH:27][C:26]=3[CH:25]=[CH:24][CH:23]=2)=[C:18]([O:32][CH3:33])[C:17]=1[N:34]=[C:35]=[O:36] |f:2.3|. Procedure: A mixture of N-[2-(4-aminobut-1-yloxy)-4-methylphenyl]-3-methoxy-N-methyl-4-(2-methyl-1H-benzimidazol-4-yl)-carbonylaminobenzamide (150 mg), 37% formaldehyde solution (43.7 mg) and sodium cyanoborohydride (18.3 mg) in methanol (10 ml) was stirred at ambient temperature for 6 hours. The mixture was diluted with chloroform and the solution was washed with saturated aqueous sodium hydrogen carbonate and brine. The organic phase was dried over magnesium sulfate and the solvent was evaporated in vacu... Reactants: FC(C1=CC=C(C=C1)[C@H]1NCCC2=CC=CC=C12)(F)F ((R)-1-(4-(trifluoromethyl)phenyl)-1,2,3,4-tetrahydroisoquinoline), FC([C@H](C)N)(F)F ((S)-1,1,1-trifluoropropan-2-amine), C(Cl)Cl (CH2Cl2), N1(C=NC=C1)C(=O)N1C=NC=C1 (di(1H-imidazol-1-yl)methanone). Run in C1CCOC1 (THF). Run at time 2 hour. Product: FC(C1=CC=C(C=C1)[C@H]1N(CCC2=CC=CC=C12)C(=O)N[C@H](C(F)(F)F)C)(F)F ((R)-1-(4-(trifluoromethyl)phenyl)-N—((S)-1,1,1-trifluoropropan-2-yl)-3,4-dihydroisoquinoline-2(1H)-carboxamide). As a reaction SMILES: [F:1][C:2]([F:7])([F:6])[C@@H:3]([NH2:5])[CH3:4].C(Cl)Cl.N1([C:16](N2C=CN=C2)=[O:17])C=CN=C1.[F:23][C:24]([F:42])([F:41])[C:25]1[CH:30]=[CH:29][C:28]([C@@H:31]2[C:40]3[C:35](=[CH:36][CH:37]=[CH:38][CH:39]=3)[CH2:34][CH2:33][NH:32]2)=[CH:27][CH:26]=1>C1COCC1>[F:42][C:24]([F:23])([F:41])[C:25]1[CH:26]=[CH:27][C:28]([C@@H:31]2[C:40]3[C:35](=[CH:36][CH:37]=[CH:38][CH:39]=3)[CH2:34][CH2:33][N:32]2[C:16]([NH:5][C@@H:3]([CH3:4])[C:2]([F:7])([F:6])[F:1])=[O:17])=[CH:29][CH:30]=1. Procedure details: To a solution of (S)-1,1,1-trifluoropropan-2-amine (90.9 μl, 884 μmol) in 4:1 CH2Cl2:THF (5 mL) is added di(1H-imidazol-1-yl)methanone (215 mg, 1326 μmol) and the flask was sealed and stirred at room temperature for 1.5 h. (R)-1-(4-(trifluoromethyl)phenyl)-1,2,3,4-tetrahydroisoquinoline (307 mg, 1105 μmol) was added and the reaction stirred at 2 h. The reaction was directly purified by reverse phase HPLC to give (R)-1-(4-(trifluoromethyl)phenyl)-N—((S)-1,1,1-trifluoropropan-2-yl)-3,4-dihydroisoq... Procedure: To a solution of 0.479 g (4.27 mmol) of 2-mercaptopyrimidine in 11 mL dimethylformamide was added 0.108 g (4.27 mmol) of 95% sodium hydride. After 20 minutes, 1.00 g (4.27 mmol) of 3-fluoro-5,5,8,8-tetramethyl-5,6,7,8-tetrahydro-2-naphthaldehyde was added and the resulting solution was heated at reflux. After 18 hours, the reaction mixture was cooled to room temperature and partitioned between ethyl acetate and water. The organic phase was washed with water, brine, dried over anhydrous sodium su... The product is CC1(C=2C=C(C(=CC2C(CC1)(C)C)C=O)SC1=NC=CC=N1)C (5,5,8,8-tetramethyl-3-(pyrimidin-2-yl-thio)-5,6,7,8-tetrahydro-2-naphthaldehyde). Yield: 15.7%. Run at time 20 minute. Solvent: CN(C=O)C (dimethylformamide). Starting materials: SC1=NC=CC=N1 (2-mercaptopyrimidine), [H-].[Na+] (sodium hydride), FC=1C(=CC=2C(CCC(C2C1)(C)C)(C)C)C=O (3-fluoro-5,5,8,8-tetramethyl-5,6,7,8-tetrahydro-2-naphthaldehyde). As a reaction SMILES: [SH:1][C:2]1[N:7]=[CH:6][CH:5]=[CH:4][N:3]=1.[H-].[Na+].F[C:11]1[C:12]([CH:25]=[O:26])=[CH:13][C:14]2[C:15]([CH3:24])([CH3:23])[CH2:16][CH2:17][C:18]([CH3:22])([CH3:21])[C:19]=2[CH:20]=1>CN(C)C=O>[CH3:21][C:18]1([CH3:22])[CH2:17][CH2:16][C:15]([CH3:23])([CH3:24])[C:14]2[CH:13]=[C:12]([CH:25]=[O:26])[C:11]([S:1][C:2]3[N:7]=[CH:6][CH:5]=[CH:4][N:3]=3)=[CH:20][C:19]1=2 |f:1.2|. Reactants: C1(=CC=CC=C1)C (toluene), ice, C(C)(C)(C)OC(NCCOC1=C(C(=CC=C1F)[N+](=O)[O-])F)=O ([2-(2,6-difluoro-3-nitrophenoxy)ethyl]carbamic acid tert-butyl ester), C(=O)(C(F)(F)F)O (TFA). Run in C(Cl)Cl (DCM). Conditions: time 2.5 hour. Product: FC1=CC=C(C=2NCCOC21)[N+](=O)[O-] (8-Fluoro-5-nitro-3,4-dihydro-2H-benzo[1,4]oxazine). The yield is 89.1%. RXN SMILES: C(OC(=O)[NH:7][CH2:8][CH2:9][O:10][C:11]1[C:16]([F:17])=[CH:15][CH:14]=[C:13]([N+:18]([O-:20])=[O:19])[C:12]=1F)(C)(C)C.C(O)(C(F)(F)F)=O.C1(C)C=CC=CC=1>C(Cl)Cl>[F:17][C:16]1[C:11]2[O:10][CH2:9][CH2:8][NH:7][C:12]=2[C:13]([N+:18]([O-:20])=[O:19])=[CH:14][CH:15]=1. Procedure details: To an ice-cold solution of [2-(2,6-difluoro-3-nitrophenoxy)ethyl]carbamic acid tert-butyl ester (450 mg, 1.416 mmol) in DCM (20 mL) was added TFA (4 mL). The reaction mixture was stirred at RT for 2.5 h, then toluene was added and volatiles were removed under reduced pressure. The resulting residue was dissolved in acetonitrile (10 mL), 2M Na2CO3 (10 mL) was added and the mixture stirred at RT for 1 h. The reaction mixture was partitioned between EtOAc and brine, the organic phase was dried (Na2... Starting materials: C(CCCCCCCCCCCCC)C1=CC=C(C=C1)O (4-tetradecylphenol), [H-].[Na+] (sodium hydride), CC1(OCC(O1)COS(=O)(=O)C)C (2,2-dimethyl-4-[[(methylsulfonyl)oxy]methyl]-1,3-dioxolane). Run in CCOCC (ether), CN(C=O)C (dimethylformamide). Yields the product CC1(OCC(O1)COC1=CC=C(C=C1)CCCCCCCCCCCCCC)C (2,2-Dimethyl-4-[(4-tetradecylphenoxy)methyl]-1,3-dioxolane). Reaction SMILES: [H-].[Na+].[CH2:3]([C:17]1[CH:22]=[CH:21][C:20]([OH:23])=[CH:19][CH:18]=1)[CH2:4][CH2:5][CH2:6][CH2:7][CH2:8][CH2:9][CH2:10][CH2:11][CH2:12][CH2:13][CH2:14][CH2:15][CH3:16].[CH3:24][C:25]1([CH3:36])[O:29][CH:28]([CH2:30]OS(C)(=O)=O)[CH2:27][O:26]1>CN(C)C=O.CCOCC>[CH3:24][C:25]1([CH3:36])[O:29][CH:28]([CH2:30][O:23][C:20]2[CH:19]=[CH:18][C:17]([CH2:3][CH2:4][CH2:5][CH2:6][CH2:7][CH2:8][CH2:9][CH2:10][CH2:11][CH2:12][CH2:13][CH2:14][CH2:15][CH3:16])=[CH:22][CH:21]=2)[CH2:27][O:26]1 |f:0.1|. Procedure details: To a prewashed suspension of about 10.8 g of sodium hydride in about 800 ml of dimethylformamide was added about 43.5 g of 4-tetradecylphenol. The reaction was then refluxed about 2 hours, cooled to room temperature and about 37.8 g of freshly prepared 2,2-dimethyl-4-[[(methylsulfonyl)oxy]methyl]-1,3-dioxolane was added. The reaction was then refluxed for about 24 hours, cooled, diluted with ether, washed with water and dried, giving about 58.7 g of the desired title compound, mp 52°-53° C. Reactants: C(C)(=O)OC1=C(C=CC(=C1)C1=C2C=CC=CC2=C(C2=C1C1=C(S2)C=CC=C1)Br)OC(C)=O (Acetic acid 2-Acetoxy-4-(6-bromo-benzo[b]naphtho[2,3-d]thiophen-11-yl)-phenyl ester), BrBr (bromine), 420. Product: BrC1=C2C=CC=CC2=C(C=2C3=C(SC21)C=CC=C3)C=3C=C(C(=CC3)O)O (4-(6-bromo-benzo[b]naphtho[2,3-d]thiophen-11-yl)-benzene-1,2-diol). As a reaction SMILES: C([O:4][C:5]1[CH:10]=[C:9]([C:11]2[C:20]3[C:21]4[CH:27]=[CH:26][CH:25]=[CH:24][C:22]=4[S:23][C:19]=3[C:18]([Br:28])=[C:17]3[C:12]=2[CH:13]=[CH:14][CH:15]=[CH:16]3)[CH:8]=[CH:7][C:6]=1[O:29]C(=O)C)(=O)C.BrBr>>[Br:28][C:18]1[C:19]2[S:23][C:22]3[CH:24]=[CH:25][CH:26]=[CH:27][C:21]=3[C:20]=2[C:11]([C:9]2[CH:10]=[C:5]([OH:4])[C:6]([OH:29])=[CH:7][CH:8]=2)=[C:12]2[C:17]=1[CH:16]=[CH:15][CH:14]=[CH:13]2. Reported procedure: Prepared from acetic acid 2-acetoxy-4-(6-bromo-benzo[b]naphtho[2,3-d]thiophen-11-yl)-phenyl ester (Example 39) according to the procedure for Example 41. White solid: mp 181-182° C.: MS (EI): [M+], 1 bromine isotope pattern, 420 (95%); Anal. Calc. for C22H13BrO2S: C, 62.72, H, 3.11, N, 0.00. Found: C, 62.11, H, 3.10, N, 0.13. The reactants are ClC1=C(C(=NC2=CC=C(C=C12)C(=O)C1=CN=C(N1C)C)OC)CC1=CC=C(C=C1)C(F)(F)F ((4-chloro-2-methoxy-3-(4-(trifluoromethyl)benzyl)quinolin-6-yl)(1,2-dimethyl-1H-imidazol-5-yl)methanone), ClC1=C(C(=NC2=CC=C(C=C12)C(=O)C1=CN=C(N1C)C)OC)CC1=CC=C(C=C1)C(F)(F)F ((4-chloro-2-methoxy-3-(4-(trifluoromethyl)benzyl)quinolin-6-yl)(1,2-dimethyl-1H-imidazol-5-yl)methanone), [Li]C (MeLi). Solvent: C1CCOC1 (THF). Reaction conditions: temperature -78 celsius, time 25 minute. Yields the product ClC1=C(C(=NC2=CC=C(C=C12)C(C)(O)C1=CN=C(N1C)C)OC)CC1=CC=C(C=C1)C(F)(F)F (1-(4-Chloro-2-methoxy-3-(4-(trifluoromethyl)benzyl)quinolin-6-yl)-1-(1,2-dimethyl-1H-imidazol-5-yl)ethanol). As a reaction SMILES: [Cl:1][C:2]1[C:11]2[C:6](=[CH:7][CH:8]=[C:9]([C:12]([C:14]3[N:18]([CH3:19])[C:17]([CH3:20])=[N:16][CH:15]=3)=[O:13])[CH:10]=2)[N:5]=[C:4]([O:21][CH3:22])[C:3]=1[CH2:23][C:24]1[CH:29]=[CH:28][C:27]([C:30]([F:33])([F:32])[F:31])=[CH:26][CH:25]=1.[Li][CH3:35]>C1COCC1>[Cl:1][C:2]1[C:11]2[C:6](=[CH:7][CH:8]=[C:9]([C:12]([C:14]3[N:18]([CH3:19])[C:17]([CH3:20])=[N:16][CH:15]=3)([OH:13])[CH3:35])[CH:10]=2)[N:5]=[C:4]([O:21][CH3:22])[C:3]=1[CH2:23][C:24]1[CH:25]=[CH:26][C:27]([C:30]([F:31])([F:33])[F:32])=[CH:28][CH:29]=1. Procedure: To a flask containing (4-chloro-2-methoxy-3-(4-(trifluoromethyl)benzyl)quinolin-6-yl)(1,2-dimethyl-1H-imidazol-5-yl)methanone (408 mg, 0.86 mmol, Intermediate 8: step b) was added THF (20 mL) and the solution was cooled to −78° C. MeLi (1.6 M in Et2O, 0.6 mL, 0.96 mmol) was then introduced. After 25 minutes, the reaction mixture was quenched with aqueous NH4Cl solution and the aqueous portion was extracted with EtOAc (4×40 mL). The combined organics were washed with brine, dried over MgSO4, filt... Reactants: CN1C(SC2=C1C=CC=C2)=S (3-methylbenzothiazole-2-thione), IC (iodomethane), C(C)OCC (Diethyl ether). Run in C(C)O (ethanol). Yields the product [I-].CSC1SC2=C(N1C)C=CC=C2 (2-methylmercapto-3-methylbenzothiazole iodide). Isolated yield 90.0%. As a reaction SMILES: [CH3:1][N:2]1[C:6]2[CH:7]=[CH:8][CH:9]=[CH:10][C:5]=2[S:4][C:3]1=[S:11].[I:12]C.[CH2:14](OCC)C>C(O)C>[I-:12].[CH3:14][S:11][CH:3]1[N:2]([CH3:1])[C:6]2[CH:7]=[CH:8][CH:9]=[CH:10][C:5]=2[S:4]1 |f:4.5|. Reported procedure: 2.0 g (11 mmol) of 3-methylbenzothiazole-2-thione and 3.5 mL (55 mmol) of iodomethane were refluxed in 50 mL of absolute ethanol for 4 hours. Diethyl ether was added to the cooled mixture to precipitate the product. Recrystallization from ethanol:diethyl ether gave 3.2 g (90%) of pure 2-methylmercapto-3-methylbenzothiazole iodide.